Dataset: the Open Reaction Database (ORD), a public repository of structured organic reaction records. Task: describe an organic reaction: reactants, conditions, products, and yield The reactants are C1=2C(=O)OC(NC1=CC=CC2)=O (isatoic anhydride), N1CCCC1 (pyrrolidine). The reagents and catalysts are CN(C1=CC=NC=C1)C (4-dimethylaminopyridine). The solvent is O1CCCC1 (tetrahydrofuran). Yields the product NC1=C(C(=O)N2CCCC2)C=CC=C1 (N-(2-aminobenzoyl)pyrrolidine). As a reaction SMILES: [C:1]12[C:7](=[CH:8][CH:9]=[CH:10][CH:11]=1)[NH:6]C(=O)[O:4][C:2]2=O.[NH:13]1[CH2:17][CH2:16][CH2:15][CH2:14]1>CN(C)C1C=CN=CC=1.O1CCCC1>[NH2:6][C:7]1[CH:8]=[CH:9][CH:10]=[CH:11][C:1]=1[C:2]([N:13]1[CH2:17][CH2:16][CH2:15][CH2:14]1)=[O:4]. Procedure details: 17.5 g isatoic anhydride and 2.66 g 4-dimethylaminopyridine are combined in 500 ml tetrahydrofuran. 9.32 g of pyrrolidine is added and the mixture is heated at reflux overnight. The mixture is concentrated in vacuo, the residue taken into ethyl acetate and the organic solution washed with citric acid solution, water and brine and dried over magnesium sulfate. The solution is filtered, evaporated and the residue triturated in ether/hexane (1:5) to give N-(2-aminobenzoyl)pyrrolidine, m.p. 79°-81° ... Starting materials: Cc1ccccc1, CCOC(C)=O, COc1cccc(OC)c1-c1ccccc1P(C1CCCCC1)C1CCCCC1, CC(C)(C)OC(=O)c1ccc(-c2ccccc2)cc1NC(=O)c1cc(Cl)ccn1, [K+], [K+], [K+], CC(=O)[O-], CC(=O)[O-], O=C(O)CC(O)(CC(=O)O)C(=O)O, O=P([O-])([O-])[O-], [Pd+2], O=BOc1ccccc1. Yields the product CC(C)(C)OC(=O)c1ccc(-c2ccccc2)cc1NC(=O)c1cc(-c2ccccc2)ccn1. RXN SMILES: [CH3:104][c:105]1[cH:106][cH:107][cH:108][cH:109][cH:110]1.[CH3:98][CH2:99][O:100][C:101](=[O:102])[CH3:103].[CH:18]1([P:19]([CH:20]2[CH2:21][CH2:22][CH2:23][CH2:24][CH2:25]2)[c:26]2[cH:27][cH:28][cH:29][cH:30][c:31]2-[c:32]2[c:33]([O:34][CH3:35])[cH:36][cH:37][cH:38][c:39]2[O:40][CH3:41])[CH2:42][CH2:43][CH2:44][CH2:45][CH2:46]1.[Cl:47][c:48]1[cH:49][c:50]([C:54](=[O:55])[NH:56][c:57]2[c:58]([C:59](=[O:60])[O:61][C:62]([CH3:63])([CH3:64])[CH3:65])[cH:66][cH:67][c:68](-[c:70]3[cH:71][cH:72][cH:73][cH:74][cH:75]3)[cH:69]2)[n:51][cH:52][cH:53]1.[K+:15].[K+:16].[K+:17].[O-:90][C:91]([CH3:92])=[O:93].[O-:94][C:95]([CH3:96])=[O:97].[OH:76][C:77]([CH2:78][C:79]([C:80](=[O:81])[OH:82])([CH2:83][C:84](=[O:85])[OH:86])[OH:87])=[O:88].[P:10]([O-:11])([O-:12])([O-:13])=[O:14].[Pd+2:89].[c:1]1([O:7][B:8]=[O:9])[cH:2][cH:3][cH:4][cH:5][cH:6]1>>[c:1]1(-[c:48]2[cH:49][c:50]([C:54](=[O:55])[NH:56][c:57]3[c:58]([C:59](=[O:60])[O:61][C:62]([CH3:63])([CH3:64])[CH3:65])[cH:66][cH:67][c:68](-[c:70]4[cH:71][cH:72][cH:73][cH:74][cH:75]4)[cH:69]3)[n:51][cH:52][cH:53]2)[cH:2][cH:3][cH:4][cH:5][cH:6]1. Starting materials: C1(=CC=CC=C1)C1=CC=C(N1)C=1C=C2C=CC(=CC2=CC1)OCC1=C(C=C(C(=O)OC)C=C1)C(=O)OC (dimethyl 4-({[6-(5-phenyl-1H-pyrrol-2-yl)-2-naphthyl]oxy}methyl)isophthalate), [OH-].[Na+] (NaOH). Run in C1CCOC1 (THF), CO (methanol), O (water). The product is C1(=CC=CC=C1)C1=CC=C(N1)C=1C=C2C=CC(=CC2=CC1)OCC1=C(C=C(C(=O)O)C=C1)C(=O)O (4-({[6-(5-phenyl-1H-pyrrol-2-yl)-2-naphthyl]oxy}methyl)isophthalic acid). Isolated yield 94.0%. RXN SMILES: [C:1]1([C:7]2[NH:11][C:10]([C:12]3[CH:13]=[C:14]4[C:19](=[CH:20][CH:21]=3)[CH:18]=[C:17]([O:22][CH2:23][C:24]3[CH:33]=[CH:32][C:27]([C:28]([O:30]C)=[O:29])=[CH:26][C:25]=3[C:34]([O:36]C)=[O:35])[CH:16]=[CH:15]4)=[CH:9][CH:8]=2)[CH:6]=[CH:5][CH:4]=[CH:3][CH:2]=1.[OH-].[Na+]>C1COCC1.CO.O>[C:1]1([C:7]2[NH:11][C:10]([C:12]3[CH:13]=[C:14]4[C:19](=[CH:20][CH:21]=3)[CH:18]=[C:17]([O:22][CH2:23][C:24]3[CH:33]=[CH:32][C:27]([C:28]([OH:30])=[O:29])=[CH:26][C:25]=3[C:34]([OH:36])=[O:35])[CH:16]=[CH:15]4)=[CH:9][CH:8]=2)[CH:6]=[CH:5][CH:4]=[CH:3][CH:2]=1 |f:1.2|. Reported procedure: A mixture of dimethyl 4-({[6-(5-phenyl-1H-pyrrol-2-yl)-2-naphthyl]oxy}methyl)isophthalate (230 mg, 0.468 mmol), prepared in the previous step, and 1 N NaOH (2.81 mL, 2.81 mmol) in 30 mL of THF plus 20 mL of methanol plus 5 mL of water was refluxed under nitrogen for 7 h. The reaction was filtered, cooled to room temperature, acidified by the addition of 5 mL of 1 N HCl and then concentrated under reduced pressure to remove the THF and methanol. The solid present was collected by filtration, rins... The reactants are CC(C)(C)[Si](C)(C)Oc1cccc2ccc(C=O)nc12, CCO, Cc1ccnc(NN)c1. The product is Cc1ccnc(NN=Cc2ccc3cccc(O[Si](C)(C)C(C)(C)C)c3n2)c1. As a reaction SMILES: [C:10]([CH3:11])([CH3:12])([CH3:13])[Si:14]([O:15][c:16]1[cH:17][cH:18][cH:19][c:20]2[cH:21][cH:22][c:23]([CH:26]=[O:27])[n:24][c:25]12)([CH3:28])[CH3:29].[CH3:30][CH2:31][OH:32].[NH:1]([NH2:2])[c:3]1[n:4][cH:5][cH:6][c:7]([CH3:9])[cH:8]1>>[NH:1]([N:2]=[CH:26][c:23]1[cH:22][cH:21][c:20]2[cH:19][cH:18][cH:17][c:16]([O:15][Si:14]([C:10]([CH3:11])([CH3:12])[CH3:13])([CH3:28])[CH3:29])[c:25]2[n:24]1)[c:3]1[n:4][cH:5][cH:6][c:7]([CH3:9])[cH:8]1.